This data is from the Open Reaction Database (ORD), a public repository of structured organic reaction records. The task is: describe an organic reaction: reactants, conditions, products, and yield The reactants are CC(C)(C)[Si](C)(C)OCCn1ccc(N)n1, ClCCl, O=C(Cl)C(CC1CCCC1)c1ccc(Cl)c(Cl)c1, Cc1cccc(C)n1. Yields the product CC(C)(C)[Si](C)(C)OCCn1ccc(NC(=O)C(CC2CCCC2)c2ccc(Cl)c(Cl)c2)n1. As a reaction SMILES: [C:1]([CH3:2])([CH3:3])([CH3:4])[Si:5]([O:6][CH2:7][CH2:8][n:9]1[n:10][c:11]([NH2:14])[cH:12][cH:13]1)([CH3:15])[CH3:16].[CH2:43]([Cl:44])[Cl:45].[CH:25]1([CH2:30][CH:31]([C:32](=[O:33])[Cl:34])[c:35]2[cH:36][c:37]([Cl:42])[c:38]([Cl:41])[cH:39][cH:40]2)[CH2:26][CH2:27][CH2:28][CH2:29]1.[n:17]1[c:18]([CH3:19])[cH:20][cH:21][cH:22][c:23]1[CH3:24]>>[C:1]([CH3:2])([CH3:3])([CH3:4])[Si:5]([O:6][CH2:7][CH2:8][n:9]1[n:10][c:11]([NH:14][C:32]([CH:31]([CH2:30][CH:25]2[CH2:26][CH2:27][CH2:28][CH2:29]2)[c:35]2[cH:36][c:37]([Cl:42])[c:38]([Cl:41])[cH:39][cH:40]2)=[O:33])[cH:12][cH:13]1)([CH3:15])[CH3:16]. Starting materials: CC(=O)N1CCCC(OCc2ccccc2)C1, O=C([O-])[O-], [K+], [K+], [Na+], [OH-], O. The product is c1ccc(COC2CCCNC2)cc1. RXN SMILES: [C:1](=[O:2])([CH3:3])[N:4]1[CH2:5][CH:6]([O:10][CH2:11][c:12]2[cH:13][cH:14][cH:15][cH:16][cH:17]2)[CH2:7][CH2:8][CH2:9]1.[C:20](=[O:21])([O-:22])[O-:23].[K+:24].[K+:25].[Na+:19].[OH-:18].[OH2:26]>>[NH:4]1[CH2:5][CH:6]([O:10][CH2:11][c:12]2[cH:13][cH:14][cH:15][cH:16][cH:17]2)[CH2:7][CH2:8][CH2:9]1. Starting materials: [N+](=O)([O-])C1=C(C=C(C=C1)C(N(CC=1N(C2=CC=CC=C2C1)C)C)=O)CN(C(=O)OCC1=CC=CC=C1)C (N-[(2-nitro-5-{N-methyl-N-[(1-methylindol-2-yl)methyl]carbamoyl}phenyl)methyl]-N-methyl(phenylmethoxy)carboxamide). Reagents/catalysts: [Pd] (Pd/C). The solvent is CO (CH3OH). Run at time 6 hour. Yields the product NC1=C(C=C(C=C1)C(=O)N(CC=1N(C2=CC=CC=C2C1)C)C)CNC ({4-amino-3-[(methylamino)methyl]phenyl}-N-methyl-N-[(1-methylindol-2-yl)methyl]carboxamide). Yield: 82.8%. As a reaction SMILES: [N+:1]([C:4]1[CH:9]=[CH:8][C:7]([C:10](=[O:24])[N:11]([CH3:23])[CH2:12][C:13]2[N:14]([CH3:22])[C:15]3[C:20]([CH:21]=2)=[CH:19][CH:18]=[CH:17][CH:16]=3)=[CH:6][C:5]=1[CH2:25][N:26](C)[C:27](OCC1C=CC=CC=1)=O)([O-])=O>CO.[Pd]>[NH2:1][C:4]1[CH:9]=[CH:8][C:7]([C:10]([N:11]([CH3:23])[CH2:12][C:13]2[N:14]([CH3:22])[C:15]3[C:20]([CH:21]=2)=[CH:19][CH:18]=[CH:17][CH:16]=3)=[O:24])=[CH:6][C:5]=1[CH2:25][NH:26][CH3:27]. Reported procedure: To a solution of N-[(2-nitro-5-{N-methyl-N-[(1-methylindol-2-yl)methyl]carbamoyl}phenyl)methyl]-N-methyl(phenylmethoxy)carboxamide (6.1 g, 12.2 mmole) in CH3OH (50 mL) contained in a Parr hydrogenation flask was added a 0.75 g of 10% Pd/C. The contents were shaken on a Parr shaker under H2 (50 psi) for 6 hours. The suspension was filtered through celite and concentrated under vacuum. Purification on silica [CHCl3/CH3OH (containing 5% NH4OH), 9:1] afforded the title compound (3.40 g, 83%) as a vi... Reactants: C1CCOC1, CC(=O)O, [K+], [OH-], O, OC1CC2C(CC(O)C2CCC(CCc2ccccc2)OC2CCCCO2)O1. Product: OC(CCc1ccccc1)CCC1C(O)CC2OC(O)CC21. RXN SMILES: [CH2:33]1[O:34][CH2:35][CH2:36][CH2:37]1.[CH3:29][C:30](=[O:31])[OH:32].[K+:39].[OH-:38].[OH2:40].[OH:1][CH:2]1[CH:3]([CH2:11][CH2:12][CH:13]([CH2:14][CH2:15][c:16]2[cH:17][cH:18][cH:19][cH:20][cH:21]2)[O:22][CH:23]2[CH2:24][CH2:25][CH2:26][CH2:27][O:28]2)[CH:4]2[CH:5]([O:6][CH:7]([OH:9])[CH2:8]2)[CH2:10]1>>[OH:1][CH:2]1[CH:3]([CH2:11][CH2:12][CH:13]([CH2:14][CH2:15][c:16]2[cH:17][cH:18][cH:19][cH:20][cH:21]2)[OH:22])[CH:4]2[CH:5]([O:6][CH:7]([OH:9])[CH2:8]2)[CH2:10]1. Reactants: ClC=1C=C(C(=O)NC=2C=CC(=C(C2)C2=CC=C(C=C2)C(=O)O)C)C=CN1 (5′-[(2-Chloroisonicotinoyl)amino]-2′-methyl-1,1′-biphenyl-4-carboxylic acid), N1CCCC1 (pyrrolidine). The product is CC1=C(C=C(C=C1)NC(C1=CC(=NC=C1)N1CCCC1)=O)C1=CC=C(C=C1)C(=O)O (2′-methyl-5′-[(2-pyrrolidin-1-ylisonicotinoyl)amino]-1,1′-biphenyl-4-carboxylic acid). Isolated yield 83.0%. RXN SMILES: Cl[C:2]1[CH:3]=[C:4]([CH:24]=[CH:25][N:26]=1)[C:5]([NH:7][C:8]1[CH:9]=[CH:10][C:11]([CH3:23])=[C:12]([C:14]2[CH:19]=[CH:18][C:17]([C:20]([OH:22])=[O:21])=[CH:16][CH:15]=2)[CH:13]=1)=[O:6].[NH:27]1[CH2:31][CH2:30][CH2:29][CH2:28]1>>[CH3:23][C:11]1[CH:10]=[CH:9][C:8]([NH:7][C:5](=[O:6])[C:4]2[CH:24]=[CH:25][N:26]=[C:2]([N:27]3[CH2:31][CH2:30][CH2:29][CH2:28]3)[CH:3]=2)=[CH:13][C:12]=1[C:14]1[CH:19]=[CH:18][C:17]([C:20]([OH:22])=[O:21])=[CH:16][CH:15]=1. Procedure: 5′-[(2-Chloroisonicotinoyl)amino]-2′-methyl-1,1′-biphenyl-4-carboxylic acid (600 mg, 1.64 mmol) and pyrrolidine (0.6 ml) were heated in a sealed tube at 90° C. for 5 h. The excess pyrrolidine was evaporated under vacuum and the residue purified by flash chromatography (silica) eluting with DCM/ethanol/ammonia (20:8:1). The solvents were evaportated under vacuum to give 2′-methyl-5′-[(2-pyrrolidin-1-ylisonicotinoyl)amino]-1,1′-biphenyl-4-carboxylic acid (546 mg, 83%). The solvent is O (water), C(Cl)Cl (methylene chloride). Isolated yield 87.2%. The reagents and catalysts are [Cl-].C(C1=CC=CC=C1)[N+](CC)(CC)CC (benzyltriethylammonium chloride). RXN SMILES: [Cl:1][CH:2]1[CH:11]([Cl:12])[C:10]2[C:5](=[CH:6][CH:7]=[C:8]([C:14]([C:16]3[CH:17]=[N:18][N:19]([CH2:22][CH3:23])[C:20]=3[OH:21])=[O:15])[C:9]=2[CH3:13])[S:4](=[O:25])(=[O:24])[CH2:3]1.C(=O)([O-])[O-].[K+].[K+].[CH2:32]([S:35](Cl)(=[O:37])=[O:36])[CH2:33][CH3:34]>C(Cl)Cl.O.[Cl-].C([N+](CC)(CC)CC)C1C=CC=CC=1>[Cl:1][CH:2]1[CH:11]([Cl:12])[C:10]2[C:5](=[CH:6][CH:7]=[C:8]([C:14]([C:16]3[CH:17]=[N:18][N:19]([CH2:22][CH3:23])[C:20]=3[O:21][S:35]([CH2:32][CH2:33][CH3:34])(=[O:37])=[O:36])=[O:15])[C:9]=2[CH3:13])[S:4](=[O:25])(=[O:24])[CH2:3]1 |f:1.2.3,7.8|. Starting materials: C([O-])([O-])=O.[K+].[K+] (potassium carbonate), C(CC)S(=O)(=O)Cl (n-propanesulfonyl chloride), ClC1CS(C2=CC=C(C(=C2C1Cl)C)C(=O)C=1C=NN(C1O)CC)(=O)=O (3,4-dichloro-5-methyl-6-(1-ethyl-5-hydroxypyrazol-4-yl)carbonylthiochroman-1,1-dioxide). Procedure: 1.1 Grams (2.7 mmol) of 3,4-dichloro-5-methyl-6-(1-ethyl-5-hydroxypyrazol-4-yl)carbonylthiochroman-1,1-dioxide was dissolved in 5 ml of methylene chloride, and then a solution of 0.65 g (4.7 mmol) of potassium carbonate in 3 ml of water was added. Further, 0.5 ml of (4.7 mmol) of n-propanesulfonyl chloride and 20 mg (0.08 mmol) of benzyltriethylammonium chloride were added, and the mixture was allowed to react at room temperature for 1 day. After the completion of the reaction, a methylene chlor... The product is ClC1CS(C2=CC=C(C(=C2C1Cl)C)C(=O)C=1C=NN(C1OS(=O)(=O)CCC)CC)(=O)=O (3,4-dichloro-5-methyl-6-(1-ethyl-5-n-propanesulfonyloxypyrazol-4-yl)carbonylthiochroman-1,1-dioxide). Starting materials: C(C1=CC=CC=C1)O[C@H]1[C@@H]([C@H](C[C@H]2[C@@H]1N=C(S2)N(C)C)COCC2=CC=CC=C2)OCC2=CC=CC=C2 ((3aR,4R,5R,6R,7aS)-4,5-bis(benzyloxy)-6-((benzyloxy)methyl)-N,N-dimethyl-3a,4,5,6,7,7a-hexahydrobenzo[d]thiazol-2-amine), CC(=O)O (AcOH), C(=O)([O-])[O-].[K+].[K+] (K2CO3). The reagents and catalysts are [Cl-].[Cl-].[Zn+2] (ZnCl2). Run in CC(=O)OC(=O)C.CC(=O)O (Ac2O AcOH). Reaction conditions: time 2 hour. Product: C(C1=CC=CC=C1)O[C@H]1[C@@H]([C@H](C[C@H]2[C@@H]1N=C(S2)N(C)C)CO)OCC2=CC=CC=C2 (((3aR,4R,5R,6R,7aS)-4,5-bis(benzyloxy)-2-(dimethylamino)-3a,4,5,6,7,7a-hexahydrobenzo[d]thiazol-6-yl)methanol). Isolated yield 45.9%. As a reaction SMILES: [CH2:1]([O:8][C@@H:9]1[C@H:14]2[N:15]=[C:16]([N:18]([CH3:20])[CH3:19])[S:17][C@H:13]2[CH2:12][C@H:11]([CH2:21][O:22]CC2C=CC=CC=2)[C@H:10]1[O:30][CH2:31][C:32]1[CH:37]=[CH:36][CH:35]=[CH:34][CH:33]=1)[C:2]1[CH:7]=[CH:6][CH:5]=[CH:4][CH:3]=1.C([O-])([O-])=O.[K+].[K+].CC(O)=O>CC(OC(C)=O)=O.CC(O)=O.[Cl-].[Cl-].[Zn+2]>[CH2:1]([O:8][C@@H:9]1[C@H:14]2[N:15]=[C:16]([N:18]([CH3:20])[CH3:19])[S:17][C@H:13]2[CH2:12][C@H:11]([CH2:21][OH:22])[C@H:10]1[O:30][CH2:31][C:32]1[CH:33]=[CH:34][CH:35]=[CH:36][CH:37]=1)[C:2]1[CH:3]=[CH:4][CH:5]=[CH:6][CH:7]=1 |f:1.2.3,5.6,7.8.9|. Procedure: At 15° C., to a solution of (3aR,4R,5R,6R,7aS)-4,5-bis(benzyloxy)-6-((benzyloxy)methyl)-N,N-dimethyl-3a,4,5,6,7,7a-hexahydrobenzo[d]thiazol-2-amine (13) (0.950 g, 1.84 mmol) in mixed Ac2O/AcOH (10 mL/2 mL) was added anhydrous ZnCl2 (2.5 g, 18 mmol). The mixture was stirred at room temperature for 2 h and concentrated under vacuum at room temperature. The residue was diluted with DCM (50 mL) and saturated aqueous NaHCO3 (50 mL). The mixture was stirred for 30 min, and the solid was filtered off o... Reactants: [O-]CC.[Na+] (sodium ethoxide), C(C)O (ethanol), CS(=O)(=O)NC1=CC2=C(NC(=NS2(=O)=O)CC(=O)O)C=C1 ((7-methanesulfonylamino-1,1-dioxo-1,4-dihydro-1λ6-benzo[1,2,4]thiadiazin-3-yl)-acetic acid), C(C)OC(=O)C1C(CCC1)NCC1=CC(=CC=C1)F (2-(3-fluoro-benzylamino)-cyclopentanecarboxylic acid ethyl ester), CN1CCOCC1 (N-methylmorpholine), Cl.CN(CCCN=C=NCC)C (1-(3-dimethylaminopropyl)-3-ethylcarbodiimide hydrochloride). Run in C(C)(=O)O (acetic acid), CN(C=O)C (N,N-dimethylformamide). Run at temperature 25 celsius, time 4 hour. Product: FC=1C=C(CN2C(C(=C([C@@H]3CCC[C@H]23)O)C2=NS(C3=C(N2)C=CC(=C3)NS(=O)(=O)C)(=O)=O)=O)C=CC1 (cis-N-{3-[1-(3-fluoro-benzyl)-4-hydroxy-2-oxo-2,4a,5,6,7,7a-hexahydro-1H-[1]pyrindin-3-yl]-1,1-dioxo-1,4-dihydro-1λ6-benzo[1,2,4]thiadiazin-7-yl}-methanesulfonamide). Isolated yield 31.7%. RXN SMILES: [CH3:1][S:2]([NH:5][C:6]1[CH:21]=[CH:20][C:9]2[NH:10][C:11]([CH2:16][C:17](O)=[O:18])=[N:12][S:13](=[O:15])(=[O:14])[C:8]=2[CH:7]=1)(=[O:4])=[O:3].C(O[C:25]([CH:27]1[CH2:31][CH2:30][CH2:29][CH:28]1[NH:32][CH2:33][C:34]1[CH:39]=[CH:38][CH:37]=[C:36]([F:40])[CH:35]=1)=[O:26])C.CN1CCOCC1.Cl.CN(C)CCCN=C=NCC.[O-]CC.[Na+].C(O)C>CN(C)C=O.C(O)(=O)C>[F:40][C:36]1[CH:35]=[C:34]([CH:39]=[CH:38][CH:37]=1)[CH2:33][N:32]1[C@@H:28]2[C@@H:27]([CH2:31][CH2:30][CH2:29]2)[C:25]([OH:26])=[C:16]([C:11]2[NH:10][C:9]3[CH:20]=[CH:21][C:6]([NH:5][S:2]([CH3:1])(=[O:4])=[O:3])=[CH:7][C:8]=3[S:13](=[O:14])(=[O:15])[N:12]=2)[C:17]1=[O:18] |f:3.4,5.6|. Procedure details: A solution of (7-methanesulfonylamino-1,1-dioxo-1,4-dihydro-1λ6-benzo[1,2,4]thiadiazin-3-yl)-acetic acid (prepared as described in Example 1j, 0.100 g, 0.300 mmol) and 2-(3-fluoro-benzylamino)-cyclopentanecarboxylic acid ethyl ester (0.080 g, 0.300 mmol) in N,N-dimethylformamide (1.5 mL) was treated with N-methylmorpholine (63.7 mg, 0.63 mmol), 1-(3-dimethylaminopropyl)-3-ethylcarbodiimide hydrochloride (60.4 mg, 0.315 mmol) and stirred at 25° C. for 4 h. The solvent was removed in vacuo. The cr... Reactants: NC1CN2CCC1CC2 (3-aminoquinuclidine), CN1CCOCC1 (N-methylmorpholine), BrC=1C=C(C2=C(N(C(C(O2)C)=O)C)C1)C(=O)Cl (6-bromo-3,4-dihydro-2,4-dimethyl-3-oxo -2H-1,4-benzoxazine-8-carboxylic acid chloride). Run in C(Cl)(Cl)Cl (chloroform), C(Cl)(Cl)Cl (chloroform). Yields the product BrC=1C=C(C2=C(N(C(C(O2)C)=O)C)C1)C(=O)NC1CN2CCC1CC2 (6-bromo-3,4-dihydro-2,4-dimethyl-3-oxo-N-(3-quinuclidinyl) -2H-1,4-benzoxazine-8-carboxamide). Reaction SMILES: [NH2:1][CH:2]1[CH:7]2[CH2:8][CH2:9][N:4]([CH2:5][CH2:6]2)[CH2:3]1.CN1CCOCC1.[Br:17][C:18]1[CH:19]=[C:20]([C:31](Cl)=[O:32])[C:21]2[O:26][CH:25]([CH3:27])[C:24](=[O:28])[N:23]([CH3:29])[C:22]=2[CH:30]=1>C(Cl)(Cl)Cl>[Br:17][C:18]1[CH:19]=[C:20]([C:31]([NH:1][CH:2]2[CH:7]3[CH2:8][CH2:9][N:4]([CH2:5][CH2:6]3)[CH2:3]2)=[O:32])[C:21]2[O:26][CH:25]([CH3:27])[C:24](=[O:28])[N:23]([CH3:29])[C:22]=2[CH:30]=1. Procedure details: To a solution of 1.6 g of 3-aminoquinuclidine and 1.35 g of N-methylmorpholine in 25 ml of chloroform is added a solution of 4.0 g of 6-bromo-3,4-dihydro-2,4-dimethyl-3-oxo -2H-1,4-benzoxazine-8-carboxylic acid chloride in 20 ml of chloroform under cooling and stirring followed by stirring at room temperature for 3 hours. The resultant solution is washed with water, aqueous sodium hydrogen carbonate and then water, and dried over magnesium sulfate. After the solvent is distilled off under reduce...